From a dataset of the Open Reaction Database (ORD), a public repository of structured organic reaction records. describe an organic reaction: reactants, conditions, products, and yield Reactants: Cl.CO[C@@H]1CNCC[C@@H]1NC(OCC1=CC=CC=C1)=O (benzyl cis(±)-[3-methoxypiperidin-4-yl]carbamate hydrochloride), C([O-])([O-])=O.[Cs+].[Cs+] (cesium carbonate), ClC1=CC(=NC(=C1)C)C(=O)OCC (ethyl 4-chloro-6-methylpyridine-2-carboxylate), C=1C=CC(=CC1)P(C=2C=CC=CC2)C3=CC=C4C=CC=CC4=C3C5=C6C=CC=CC6=CC=C5P(C=7C=CC=CC7)C=8C=CC=CC8 (BINAP). Reagents/catalysts: C(C)(=O)[O-].[Pd+2].C(C)(=O)[O-] (palladium acetate). Product: C(C1=CC=CC=C1)OC(=O)N[C@@H]1[C@@H](CN(CC1)C1=CC(=NC(=C1)C)C(=O)OC)OC (Methyl cis(±)-4-(4-{[(benzyloxy)carbonyl]amino}-3-methoxypiperidin-1-yl)-6-methylpyridine-2-carboxylate). Isolated yield 34.5%. RXN SMILES: Cl.[CH3:2][O:3][C@H:4]1[C@@H:9]([NH:10][C:11](=[O:20])[O:12][CH2:13][C:14]2[CH:19]=[CH:18][CH:17]=[CH:16][CH:15]=2)[CH2:8][CH2:7][NH:6][CH2:5]1.Cl[C:22]1[CH:27]=[C:26]([CH3:28])[N:25]=[C:24]([C:29]([O:31][CH2:32]C)=[O:30])[CH:23]=1.C1C=CC(P(C2C(C3C(P(C4C=CC=CC=4)C4C=CC=CC=4)=CC=C4C=3C=CC=C4)=C3C(C=CC=C3)=CC=2)C2C=CC=CC=2)=CC=1.C(=O)([O-])[O-].[Cs+].[Cs+]>C([O-])(=O)C.[Pd+2].C([O-])(=O)C>[CH2:13]([O:12][C:11]([NH:10][C@H:9]1[CH2:8][CH2:7][N:6]([C:22]2[CH:27]=[C:26]([CH3:28])[N:25]=[C:24]([C:29]([O:31][CH3:32])=[O:30])[CH:23]=2)[CH2:5][C@H:4]1[O:3][CH3:2])=[O:20])[C:14]1[CH:19]=[CH:18][CH:17]=[CH:16][CH:15]=1 |f:0.1,4.5.6,7.8.9|. Reported procedure: The same operation as in Example (42a) was performed using benzyl cis(±)-[3-methoxypiperidin-4-yl]carbamate hydrochloride obtained in Example (160a) (409 mg, 1.36 mmol), ethyl 4-chloro-6-methylpyridine-2-carboxylate (272 mg, 1.36 mmol), palladium acetate (30.6 mg, 0.14 mmol), BINAP (169 mg, 0.27 mmol) and cesium carbonate (1.33 g, 4.08 mmol), to obtain 194 mg of the title compound as a yellow oily substance. Starting materials: CO, Cl, [Na+], [OH-], O, COC(=O)c1cc(-c2ccccc2)nc(-c2nnn[nH]2)c1. Product: O=C(O)c1cc(-c2ccccc2)nc(-c2nnn[nH]2)c1. RXN SMILES: [CH3:3][OH:4].[ClH:26].[Na+:2].[OH-:1].[OH2:27].[c:5]1(-[c:11]2[n:12][c:13](-[c:21]3[n:22][n:23][n:24][nH:25]3)[cH:14][c:15]([C:17](=[O:18])[O:19][CH3:20])[cH:16]2)[cH:6][cH:7][cH:8][cH:9][cH:10]1>>[c:5]1(-[c:11]2[n:12][c:13](-[c:21]3[n:22][n:23][n:24][nH:25]3)[cH:14][c:15]([C:17](=[O:18])[OH:19])[cH:16]2)[cH:6][cH:7][cH:8][cH:9][cH:10]1. The reactants are CCNCC, CC(C)CC(C(=O)O)C(=O)O, ClC(Cl)Cl. The product is C=C(CC(C)C)C(=O)O. RXN SMILES: [CH2:12]([NH:13][CH2:14][CH3:15])[CH3:16].[CH2:1]([CH:2]([CH3:3])[CH3:4])[CH:5]([C:6](=[O:7])[OH:8])[C:9]([OH:10])=[O:11].[Cl:17][CH:18]([Cl:19])[Cl:20]>>[CH2:1]([CH:2]([CH3:3])[CH3:4])[C:5]([C:6](=[O:7])[OH:8])=[CH2:9]. Reactants: CCOC(=O)NC(C)C(OC)(OC)c1ccc2cc(OC)ccc2c1, CO, [K+], [OH-], O. Product: COc1ccc2cc(C(OC)(OC)C(C)N)ccc2c1. Reaction SMILES: [CH3:1][O:2][C:3]([CH:4]([CH3:5])[NH:6][C:7]([O:8][CH2:9][CH3:10])=[O:11])([c:12]1[cH:13][c:14]2[cH:15][cH:16][c:17]([O:22][CH3:23])[cH:18][c:19]2[cH:20][cH:21]1)[O:24][CH3:25].[CH3:29][OH:30].[K+:27].[OH-:26].[OH2:28]>>[CH3:1][O:2][C:3]([CH:4]([CH3:5])[NH2:6])([c:12]1[cH:13][c:14]2[cH:15][cH:16][c:17]([O:22][CH3:23])[cH:18][c:19]2[cH:20][cH:21]1)[O:24][CH3:25].